This data is from the Open Reaction Database (ORD), a public repository of structured organic reaction records. The task is: describe an organic reaction: reactants, conditions, products, and yield Reactants: O (water), C1(=CC=CC=C1)C1=C(C=CC=C1)CN (2-Phenyl-phenylmethyl amine), C1(=CC=CC=C1)C (toluene), CCCCCC.C(C)(=O)OCC (hexane ethyl acetate). Product: C(C)C=1N(C=2CCCC(C2C1)=O)CC1=C(C=CC=C1)C1=CC=CC=C1 (2-ethyl-1,5,6,7-tetrahydro-1-(2-phenyl-phenylmethyl)-4H-indol-4-one). Reaction SMILES: [C:1]1([C:7]2[CH:12]=[CH:11][CH:10]=[CH:9][C:8]=2[CH2:13][NH2:14])[CH:6]=[CH:5][CH:4]=[CH:3][CH:2]=1.O.[CH3:16][CH2:17][CH2:18][CH2:19][CH2:20][CH3:21].C([O:25][CH2:26][CH3:27])(=O)C.[C:28]1(C)C=CC=C[CH:29]=1>>[CH2:17]([C:18]1[N:14]([CH2:13][C:8]2[CH:9]=[CH:10][CH:11]=[CH:12][C:7]=2[C:1]2[CH:2]=[CH:3][CH:4]=[CH:5][CH:6]=2)[C:21]2[CH2:28][CH2:29][CH2:27][C:26](=[O:25])[C:20]=2[CH:19]=1)[CH3:16] |f:2.3|. Procedure: 2-Phenyl-phenylmethyl amine (3 g, 0.0164 mol) and an equivalent amount of 2-(2-oxobutyl)-1,3-Cyclohexyldione were dissolved in 30 mL of toluene and heated at reflux temperature with a water separator. After several hours, solvent was stripped off and the residue subjected to flash chromatography on silica eluting with 3:1 hexane/ethyl acetate to afford 4.5 g of the subtitled compound as an oil.